Task: describe an organic reaction: reactants, conditions, products, and yield. Dataset: the Open Reaction Database (ORD), a public repository of structured organic reaction records Starting materials: [H-].[Na+] (NaH), solution, [Li]CCCC (n-BuLi), C1CCCCC1 (cyclohexane), resultant solution, FC1=CC=C(CBr)C=C1 (4-fluorobenzyl bromide), C(CC(=O)C)(=O)OCC (ethyl acetoacetate). Run in C1CCOC1 (THF). Run at time 10 minute. Yields the product C(C)OC(CC(CCC1=CC=C(C=C1)F)=O)=O (5-(4-Fluoro-phenyl)-3-oxo-pentanoic acid ethyl ester), liquid. The yield is 92.0%. RXN SMILES: [H-].[Na+].[C:3]([O:9][CH2:10][CH3:11])(=[O:8])[CH2:4][C:5]([CH3:7])=[O:6].[Li]CCCC.C1CCCCC1.[F:23][C:24]1[CH:31]=[CH:30][C:27]([CH2:28]Br)=[CH:26][CH:25]=1>C1COCC1>[CH2:10]([O:9][C:3](=[O:8])[CH2:4][C:5](=[O:6])[CH2:7][CH2:28][C:27]1[CH:30]=[CH:31][C:24]([F:23])=[CH:25][CH:26]=1)[CH3:11] |f:0.1|. Procedure: To a stirred suspension of NaH (60% suspension in mineral oil, 1.42 g, 36 mmol) in dry THF (50 mL) was added ethyl acetoacetate (4.3 g, 33 mmol) dropwise at 0° C. After 10 min stirring at this temperature, a 2.0 M solution of n-BuLi in cyclohexane (17.7 mL, 35 mmol) was added dropwise under N2. The stirring was continued at 0° C. for 10 min., 4-fluorobenzyl bromide (9.45 g, 50 mmol) was then added dropwise at 0° C. The resultant solution was allowed to warm to rt. After 20 min, the reaction as q... Reactants: 4C, ClC=1C=CC=C2C(C(N(C12)C(C1=CC=CC=C1)C1=CC=CC=C1)=O)(C=1C(=CC2=C(CCO2)C1)O)O (7-chloro-1-(diphenylmethyl)-3-hydroxy-3-(6-hydroxy-2,3-dihydro-1-benzofuran-5-yl)-1,3-dihydro-2H-indol-2-one), ClC1=C2C(C(N(C2=CC=C1)C(C1=CC=CC=C1)C1=CC=CC=C1)=O)(C=1C(=CC2=C(CCO2)C1)O)O (4-chloro-1-(diphenylmethyl)-3-hydroxy-3-(6-hydroxy-2,3-dihydro-1-benzofuran-5-yl)-1,3-dihydro-2H-indol-2-one). The product is ClC=1C=CC=C2C(C(N(C12)C(C1=CC=CC=C1)C1=CC=CC=C1)=O)C=1C(=CC2=C(CCO2)C1)O (7-chloro-1-(diphenylmethyl)-3-(6-hydroxy-2,3-dihydro-1-benzofuran-5-yl)-1,3-dihydro-2H-indol-2-one). Reaction SMILES: [Cl:1][C:2]1[CH:3]=[CH:4][CH:5]=[C:6]2[C:10]=1[N:9]([CH:11]([C:18]1[CH:23]=[CH:22][CH:21]=[CH:20][CH:19]=1)[C:12]1[CH:17]=[CH:16][CH:15]=[CH:14][CH:13]=1)[C:8](=[O:24])[C:7]2(O)[C:25]1[C:26]([OH:34])=[CH:27][C:28]2[O:32][CH2:31][CH2:30][C:29]=2[CH:33]=1.ClC1C=CC=C2C=1C(O)(C1C(O)=CC3OCCC=3C=1)C(=O)N2C(C1C=CC=CC=1)C1C=CC=CC=1>>[Cl:1][C:2]1[CH:3]=[CH:4][CH:5]=[C:6]2[C:10]=1[N:9]([CH:11]([C:12]1[CH:13]=[CH:14][CH:15]=[CH:16][CH:17]=1)[C:18]1[CH:23]=[CH:22][CH:21]=[CH:20][CH:19]=1)[C:8](=[O:24])[CH:7]2[C:25]1[C:26]([OH:34])=[CH:27][C:28]2[O:32][CH2:31][CH2:30][C:29]=2[CH:33]=1. Procedure details: Following the procedure as described in PREPARATION 4C, and making non-critical variations using 7-chloro-1-(diphenylmethyl)-3-hydroxy-3-(6-hydroxy-2,3-dihydro-1-benzofuran-5-yl)-1,3-dihydro-2H-indol-2-one to replace 4-chloro-1-(diphenylmethyl)-3-hydroxy-3-(6-hydroxy-2,3-dihydro-1-benzofuran-5-yl)-1,3-dihydro-2H-indol-2-one, 7-chloro-1-(diphenylmethyl)-3-(6-hydroxy-2,3-dihydro-1-benzofuran-5-yl)-1,3-dihydro-2H-indol-2-one was obtained (64%) as a colorless solid: 1H NMR (300 MHz, DMSO-d6) δ 9.53 ... Starting materials: N (ammonia), FC=1C=CC=C(C1)C(Cl)(Cl)Cl (5-fluorobenzotrichloride). Yields the product FC=1C=CC=C(C#N)C1 (5-fluorobenzonitrile). Reaction SMILES: [NH3:1].[F:2][C:3]1[CH:4]=[CH:5][CH:6]=[C:7]([C:9](Cl)(Cl)Cl)[CH:8]=1>>[F:2][C:3]1[CH:4]=[CH:5][CH:6]=[C:7]([CH:8]=1)[C:9]#[N:1]. Procedure details: The concentration of the aqueous ammonia is preferably from 25 to 40%. It is used usually in an amount of from 10 to 40 moles, preferably from 20 to 30 moles, per mole of the 5-fluorobenzotrichloride. The reaction temperature is preferably from 90° to 120° C., and the reaction time is preferably form 5 to 20 hours. After completion of the reaction, the ammonia is recovered, and then the mixture is filtered. The filtrate is distilled to obtain the desired 5-fluorobenzonitrile. Reactants: N([C@@H](C)C(=O)O)C(=O)C1=CC=CC=C1 (Bz-Ala-OH), N([C@@H](C)C(=O)N[C@@H](CC(C)C)C(=O)N)C(=O)C1=CC=CC=C1 (Bz-Ala-Leu-NH2), N([C@@H](C)C(=O)N[C@@H](CC(C)C)C(=O)N)C(=O)C1=CC=CC=C1 (Bz-Ala-Leu-NH2), CN(C=O)C (dimethyl formamide), N([C@@H](C)C(=O)N[C@@H](CC(C)C)C(=O)O)C(=O)C1=CC=CC=C1 (Bz-Ala-Leu-OH), Amino acid, N([C@@H](C)C(=O)O)C(=O)C1=CC=CC=C1 (Bz-Ala-OH). Run in [Cl-].[K+] (KCl). Yields the product N[C@@H](CC(C)C)C(=O)N (Leu-NH2), N([C@@H](C)C(=O)N[C@@H](CC(C)C)C(=O)N)C(=O)C1=CC=CC=C1 (Bz-Ala-Leu-NH2). Reaction SMILES: [NH:1]([C:15]([C:17]1[CH:22]=[CH:21][CH:20]=[CH:19][CH:18]=1)=[O:16])[C@H:2]([C:4]([NH:6][C@H:7]([C:12]([NH2:14])=[O:13])[CH2:8][CH:9]([CH3:11])[CH3:10])=[O:5])[CH3:3].CN(C)C=O.N(C(C1C=CC=CC=1)=O)[C@H](C(N[C@H](C(O)=O)CC(C)C)=O)C.N(C(C1C=CC=CC=1)=O)[C@H](C(O)=O)C>[Cl-].[K+]>[NH2:6][C@H:7]([C:12]([NH2:14])=[O:13])[CH2:8][CH:9]([CH3:11])[CH3:10].[NH:1]([C:15]([C:17]1[CH:18]=[CH:19][CH:20]=[CH:21][CH:22]=1)=[O:16])[C@H:2]([C:4]([NH:6][C@H:7]([C:12]([NH2:14])=[O:13])[CH2:8][CH:9]([CH3:11])[CH3:10])=[O:5])[CH3:3] |f:4.5|. Reported procedure: To a solution of 2 ml 15 mM Bz-Ala-Leu-NH2 in 0.1M KCl-1 mM EDTA, pH 9.7, 25° C. and 10% dimethyl formamide was added 2 mg CPD-Y. The reaction course as shown on FIG. 5 was followed by HPLC as described in example 1. It is seen that Bz-Ala-Leu-NH2 after 20 minutes was completely converted to about 68% Bz-Ala-Leu-OH and 32% Bz-Ala-OH. Amino acid analysis on the reaction mixture showed that the Bz-Ala-OH was mainly formed by cleavage of Leu-NH2 from Bz-Ala-Leu-NH2. The reactants are C[C@@H]1CC[C@@]2([C@H]([C@H]3[C@@H](O2)C[C@@H]4[C@@]3(CC[C@H]5[C@H]4CC=C6[C@@]5(CC[C@@H](C6)O)C)C)C)OC1 (diosgenin). Reagents/catalysts: [Pd] (palladium on carbon). Yields the product C[C@@H]1CC[C@@]2([C@H]([C@H]3[C@@H](O2)C[C@@H]4[C@@]3(CC[C@H]5[C@H]4CC[C@@H]6[C@@]5(CC[C@@H](C6)O)C)C)C)OC1 (tigogenin). As a reaction SMILES: [CH3:1][C@H:2]1[CH2:30][O:29][C@@:5]2([O:9][C@H:8]3[CH2:10][C@H:11]4[C@@H:16]5[CH2:17][CH:18]=[C:19]6[CH2:24][C@@H:23]([OH:25])[CH2:22][CH2:21][C@:20]6([CH3:26])[C@H:15]5[CH2:14][CH2:13][C@:12]4([CH3:27])[C@H:7]3[C@@H:6]2[CH3:28])[CH2:4][CH2:3]1>[Pd]>[CH3:1][C@H:2]1[CH2:30][O:29][C@@:5]2([O:9][C@H:8]3[CH2:10][C@H:11]4[C@@H:16]5[CH2:17][CH2:18][C@H:19]6[CH2:24][C@@H:23]([OH:25])[CH2:22][CH2:21][C@:20]6([CH3:26])[C@H:15]5[CH2:14][CH2:13][C@:12]4([CH3:27])[C@H:7]3[C@@H:6]2[CH3:28])[CH2:4][CH2:3]1. Reported procedure: This Δ4, 3-keto steroidal sapogenin, for example diosgenone, is itself preferably prepared by an oxidation of the corresponding Δ5, 3-hydroxy steroidal sapogenin, for example diosgenin, to afford the αβ-unsaturated ketone. It will be noted that the direct reduction of diosgenin using palladium on carbon as a catalyst gives predominantly the 5α-product, tigogenin.